Dataset: the Open Reaction Database (ORD), a public repository of structured organic reaction records. Task: describe an organic reaction: reactants, conditions, products, and yield Run at time 5 hour. Reaction SMILES: [C:1](Cl)(=[O:11])[CH2:2][CH:3]([CH2:7][C:8](Cl)=[O:9])[C:4](Cl)=[O:5].[Br:13][C:14]1[CH:26]=[C:25]([Br:27])[CH:24]=[C:16]([C:17]([O:19]C(C)(C)C)=O)[C:15]=1[OH:28].[H-].[Na+]>O1CCCC1.FC(F)(F)C(O)=O>[Br:13][C:14]1[CH:26]=[C:25]([Br:27])[CH:24]=[C:16]([CH2:17][O:19][C:1](=[O:11])[CH2:2][CH:3]([CH2:7][C:8]([O:19][CH2:17][C:16]2[C:15](=[C:14]([Br:13])[CH:26]=[C:25]([Br:27])[CH:24]=2)[OH:28])=[O:9])[C:4]([O:19][CH2:17][C:16]2[C:15](=[C:14]([Br:13])[CH:26]=[C:25]([Br:27])[CH:24]=2)[OH:28])=[O:5])[C:15]=1[OH:28] |f:2.3|. Yields the product BrC1=C(C(COC(CC(C(=O)OCC=2C(O)=C(C=C(C2)Br)Br)CC(=O)OCC=2C(O)=C(C=C(C2)Br)Br)=O)=CC(=C1)Br)O (Tris(3,5-dibromosalicyl)-tricarballvlate). Procedure details: Tricarballylic trichloride (0.01 mol) (see Emery, Ber., 22:2921 (1989)) in dry tetrahydrofuran (THF) (10 ml) was added dropwise to three equivalents of tert-butyl 3,5-dibromosalicylate (see Delaney et al, Arch. Biochem. Biophys., 28:627 (1984)) previously been treated with a stoichiometric amount of NaH in THF. The mixture was stirred for 5 hours at room temperature, and the solvent was then removed under reduced pressure. The residue was dissolved in diethyl ether and extracted several times wi... Solvent: O1CCCC1 (tetrahydrofuran), O1CCCC1 (THF), FC(C(=O)O)(F)F (trifluoroacetic acid). Reactants: C(CC(C(=O)Cl)CC(=O)Cl)(=O)Cl (Tricarballylic trichloride), BrC1=C(C(C(=O)OC(C)(C)C)=CC(=C1)Br)O (tert-butyl 3,5-dibromosalicylate), [H-].[Na+] (NaH), product.